This data is from the Open Reaction Database (ORD), a public repository of structured organic reaction records. The task is: describe an organic reaction: reactants, conditions, products, and yield Starting materials: product, C([O-])([O-])=O.[Na+].[Na+] (sodium carbonate), IC=1N=C(NC1C=O)CCC (4-iodo-2-n-propylimidazole-5-carboxaldehyde), C1(=CC=CC=C1)C (toluene), tetrakistriphenylphosphine palladium (0), C1(=CC=CC2=CC=CC=C12)B(O)O (1-naphthylboronic acid). Solvent: C(C)O (ethanol). Reaction conditions: time 5 minute. Yields the product C1(=CC=CC2=CC=CC=C12)C=1N=C(NC1C=O)CCC (4-(naphth-1-yl)-2-n-propylimidazole-5-carboxaldehyde). RXN SMILES: I[C:2]1[N:3]=[C:4]([CH2:9][CH2:10][CH3:11])[NH:5][C:6]=1[CH:7]=[O:8].C1(C)C=CC=CC=1.[C:19]1(B(O)O)[C:28]2[C:23](=[CH:24][CH:25]=[CH:26][CH:27]=2)[CH:22]=[CH:21][CH:20]=1.C(=O)([O-])[O-].[Na+].[Na+]>C(O)C>[C:27]1([C:2]2[N:3]=[C:4]([CH2:9][CH2:10][CH3:11])[NH:5][C:6]=2[CH:7]=[O:8])[C:28]2[C:23](=[CH:22][CH:21]=[CH:20][CH:19]=2)[CH:24]=[CH:25][CH:26]=1 |f:3.4.5|. Reported procedure: A solution of 2.64 g (0.01 mol) of 4-iodo-2-n-propylimidazole-5-carboxaldehyde, toluene (40 mL), and 0.33 g (0.00029 mol) of tetrakistriphenylphosphine palladium (0) was stirred at room temperature under nitrogen, while a solution of 3.44 g (0.022 mol) of 1-naphthylboronic acid in 50 mL of ethanol was slowly added. The reaction was stirred for 5 minutes, after which 12 mL of 2M sodium carbonate was slowly added. After the addition was completed, the reaction was refluxed for 48 h and cooled. The... Reactants: CC1CCC(c2cnc3[nH]cc(-c4csc(C(=O)O)n4)c3c2)CC1, CN1CCNCC1, CC1CCC(c2cnc3[nH]cc(-c4csc(C(=O)N5CCCCC5)n4)c3c2)CC1, CCN(C(C)C)C(C)C, CN(C)C=O. Product: CC1CCC(c2cnc3[nH]cc(-c4csc(C(=O)N5CCN(C)CC5)n4)c3c2)CC1. As a reaction SMILES: [CH3:1][CH:2]1[CH2:3][CH2:4][CH:5]([c:8]2[cH:9][c:10]3[c:11]([n:12][cH:13]2)[nH:14][cH:15][c:16]3-[c:17]2[n:18][c:19]([C:22](=[O:23])[OH:24])[s:20][cH:21]2)[CH2:6][CH2:7]1.[CH3:34][N:35]1[CH2:36][CH2:37][NH:38][CH2:39][CH2:40]1.[CH3:41][CH:42]1[CH2:43][CH2:44][CH:45]([c:46]2[cH:47][c:48]3[c:49](-[c:50]4[n:51][c:52]([C:53]([N:54]5[CH2:55][CH2:56][CH2:57][CH2:58][CH2:59]5)=[O:60])[s:61][cH:62]4)[cH:63][nH:64][c:65]3[n:66][cH:67]2)[CH2:68][CH2:69]1.[CH:25]([N:26]([CH:27]([CH3:28])[CH3:29])[CH2:30][CH3:31])([CH3:32])[CH3:33].[O:70]=[CH:71][N:72]([CH3:73])[CH3:74]>>[CH3:1][CH:2]1[CH2:3][CH2:4][CH:5]([c:8]2[cH:9][c:10]3[c:11]([n:12][cH:13]2)[nH:14][cH:15][c:16]3-[c:17]2[n:18][c:19]([C:22](=[O:24])[N:38]3[CH2:37][CH2:36][N:35]([CH3:34])[CH2:40][CH2:39]3)[s:20][cH:21]2)[CH2:6][CH2:7]1. Product: COC(C)(C)c1ccc(C=O)cc1. Reaction SMILES: [CH3:1][O:2][CH:3]([c:4]1[cH:5][cH:6][c:7]([C:10]([CH3:11])([CH3:12])[O:13][CH3:14])[cH:8][cH:9]1)[O:15][CH3:16].[OH2:17]>>[O:2]=[CH:3][c:4]1[cH:5][cH:6][c:7]([C:10]([CH3:11])([CH3:12])[O:13][CH3:14])[cH:8][cH:9]1. Starting materials: COC(OC)c1ccc(C(C)(C)OC)cc1, O. Reaction conditions: time 16 hour. Yield: 78.2%. The solvent is O1CCOCC1 (dioxane). Reaction SMILES: [C:1]1([C:7]2[C:12]([C:13]([O:15][CH2:16][CH3:17])=[O:14])=[CH:11][N:10]=[C:9](S(C)(=O)=O)[N:8]=2)[CH:6]=[CH:5][CH:4]=[CH:3][CH:2]=1.[S:22]1[CH:26]=[CH:25][CH:24]=[C:23]1[CH2:27][NH2:28]>O1CCOCC1>[C:1]1([C:7]2[C:12]([C:13]([O:15][CH2:16][CH3:17])=[O:14])=[CH:11][N:10]=[C:9]([NH:28][CH2:27][C:23]3[S:22][CH:26]=[CH:25][CH:24]=3)[N:8]=2)[CH:2]=[CH:3][CH:4]=[CH:5][CH:6]=1. Starting materials: C1(=CC=CC=C1)C1=NC(=NC=C1C(=O)OCC)S(=O)(=O)C (ethyl 4-phenyl-2-methanesulphonylpyrimidine-5-carboxylate), S1C(=CC=C1)CN (2-thienylmethylamine). Yields the product C1(=CC=CC=C1)C1=NC(=NC=C1C(=O)OCC)NCC=1SC=CC1 (Ethyl 4-phenyl-2-[(thiophen-2-ylmethyl)amino]pyrimidine-5-carboxylate). Procedure: The mixture of ethyl 4-phenyl-2-methanesulphonylpyrimidine-5-carboxylate (2.30 g, 7.5 mmol), 2-thienylmethylamine (2.12 g, 18.75 mmol) and dioxane (30 ml) were stirred at room temperature for 16 hours, the solvent was removed in vacuum. To the residue ethanol (10 ml) was added, the resulting crystals were filtered off in vacuum, washed with ethanol (5 ml) to obtain 1.99 g (78%) of the title ester in the form of white crystals, m.p.: 123-124° C.; [M+H]+ 340